From a dataset of the Open Reaction Database (ORD), a public repository of structured organic reaction records. describe an organic reaction: reactants, conditions, products, and yield The reactants are ClCCl, OCc1ccc(-n2nc(C(F)(F)F)cc2OC(F)F)cc1, O=[Mn]=O. Product: O=Cc1ccc(-n2nc(C(F)(F)F)cc2OC(F)F)cc1. RXN SMILES: [Cl:22][CH2:23][Cl:24].[F:1][CH:2]([O:3][c:4]1[cH:5][c:6]([C:17]([F:18])([F:19])[F:20])[n:7][n:8]1-[c:9]1[cH:10][cH:11][c:12]([CH2:15][OH:16])[cH:13][cH:14]1)[F:21].[O:25]=[Mn:26]=[O:27]>>[F:1][CH:2]([O:3][c:4]1[cH:5][c:6]([C:17]([F:18])([F:19])[F:20])[n:7][n:8]1-[c:9]1[cH:10][cH:11][c:12]([CH:15]=[O:16])[cH:13][cH:14]1)[F:21].